describe an organic reaction: reactants, conditions, products, and yield From a dataset of the Open Reaction Database (ORD), a public repository of structured organic reaction records. Starting materials: CCCOc1ccc(C(C)N2CC3CC2CN3)c(C)c1C, O=C(Cl)c1ccc(Cl)nc1, ClCCl, [Na+], [Na+], O=C([O-])O, [OH-]. The product is CCCOc1ccc(C(C)N2CC3CC2CN3C(=O)c2ccc(Cl)nc2)c(C)c1C. RXN SMILES: [CH3:11][c:12]1[c:13]([CH:23]([CH3:24])[N:25]2[CH:26]3[CH2:27][NH:28][CH:29]([CH2:30]2)[CH2:31]3)[cH:14][cH:15][c:16]([O:19][CH2:20][CH2:21][CH3:22])[c:17]1[CH3:18].[Cl:1][c:2]1[n:3][cH:4][c:5]([C:6](=[O:7])[Cl:8])[cH:9][cH:10]1.[Cl:32][CH2:33][Cl:34].[Na+:39].[Na+:41].[O-:35][C:36]([OH:37])=[O:38].[OH-:40]>>[Cl:1][c:2]1[n:3][cH:4][c:5]([C:6](=[O:7])[N:28]2[CH2:27][CH:26]3[N:25]([CH:23]([c:13]4[c:12]([CH3:11])[c:17]([CH3:18])[c:16]([O:19][CH2:20][CH2:21][CH3:22])[cH:15][cH:14]4)[CH3:24])[CH2:30][CH:29]2[CH2:31]3)[cH:9][cH:10]1. The reactants are C(C(=O)C1=CC=CC=C1)NC(CCN1CCN(CC1)C1=CC=CC=C1)=O (N-Phenacyl-3-(4-phenylpiperazine-1-yl)-proponamide), polyphosphoric acid. The solvent is O (water). Conditions: temperature 140 celsius. The product is C1(=CC=CC=C1)C1=CN=C(O1)CCN1CCN(CC1)C1=CC=CC=C1 (1-[2-(5-Phenyloxazol-2-yl)-ethyl]-4-phenylpiperazine). As a reaction SMILES: [CH2:1]([NH:10][C:11](=[O:26])[CH2:12][CH2:13][N:14]1[CH2:19][CH2:18][N:17]([C:20]2[CH:25]=[CH:24][CH:23]=[CH:22][CH:21]=2)[CH2:16][CH2:15]1)[C:2]([C:4]1[CH:9]=[CH:8][CH:7]=[CH:6][CH:5]=1)=O>O>[C:4]1([C:2]2[O:26][C:11]([CH2:12][CH2:13][N:14]3[CH2:15][CH2:16][N:17]([C:20]4[CH:25]=[CH:24][CH:23]=[CH:22][CH:21]=4)[CH2:18][CH2:19]3)=[N:10][CH:1]=2)[CH:9]=[CH:8][CH:7]=[CH:6][CH:5]=1. Reported procedure: N-Phenacyl-3-(4-phenylpiperazine-1-yl)-proponamide (4.03 g; 0.011 mole) was mixed with polyphosphoric acid (36 g) and stirred and heated at 140° C. for 30 minutes. The mixture was dissolved in water (100 ml), cooled, and extracted (2 × 30 ml chloroform). The extracts were discarded and the aqueous phase basified to pH 9 with 50% aqueous NaOH solution. The emulsion formed was extracted with 3 × 100 ml chloroform, the extracts dried and evaporated. The crystalline residue was recrystallised from 6... The reactants are C(C)(C)(C)OC(N(C)[C@@H](C)C(N[C@H](C(N1[C@@H](CCC1)C1=CC(=CC=C1)OC1=CC=CC=C1)=O)C1CCCCC1)=O)=O (((S) 1-{(S)-1-cyclohexyl-2-oxo-2-[(S)-2-(3-phenoxy-phenyl)-pyrrolodin-1-yl]-ethylcarbamoyl}-ethyl)-methyl-carbamic acid tert-butyl ester), C(=O)(C(F)(F)F)O (TFA). Solvent: C(Cl)Cl (CH2Cl2). Reaction conditions: time 30 minute. Yields the product C1(CCCCC1)[C@@H](C(N1[C@@H](CCC1)C1=CC(=CC=C1)OC1=CC=CC=C1)=O)NC([C@H](C)NC)=O ((S)—N—{(S)-1-Cyclohexyl-2-oxo-2-[(S)-2-(3-phenoxy-phenyl)-pyrrolidin-1-yl]-ethyl}-2-methylamino-propionamide). The yield is 101.0%. As a reaction SMILES: C(O[C:6](=O)[N:7]([C@H:9]([C:11](=[O:40])[NH:12][C@@H:13]([CH:34]1[CH2:39][CH2:38][CH2:37][CH2:36][CH2:35]1)[C:14](=[O:33])[N:15]1[CH2:19][CH2:18][CH2:17][C@H:16]1[C:20]1[CH:25]=[CH:24][CH:23]=[C:22]([O:26][C:27]2[CH:32]=[CH:31][CH:30]=[CH:29][CH:28]=2)[CH:21]=1)[CH3:10])C)(C)(C)C.C(O)(C(F)(F)F)=O>C(Cl)Cl>[CH:34]1([C@H:13]([NH:12][C:11](=[O:40])[C@@H:9]([NH:7][CH3:6])[CH3:10])[C:14](=[O:33])[N:15]2[CH2:19][CH2:18][CH2:17][C@H:16]2[C:20]2[CH:25]=[CH:24][CH:23]=[C:22]([O:26][C:27]3[CH:32]=[CH:31][CH:30]=[CH:29][CH:28]=3)[CH:21]=2)[CH2:39][CH2:38][CH2:37][CH2:36][CH2:35]1. Procedure details: To a solution of ((S) 1-{(S)-1-cyclohexyl-2-oxo-2-[(S)-2-(3-phenoxy-phenyl)-pyrrolodin-1-yl]-ethylcarbamoyl}-ethyl)-methyl-carbamic acid tert-butyl ester (450 mgs, 0.79 mmol) in CH2Cl2 (20 mL) is added TFA (10 mL) and stirred for 30 minutes. The mixture is concentrated under reduced pressures and purified by reverse phase column chromatography to give the product as a TFA salt (370 mgs, 82%). LCMS m/z 464.1 (M+1). Starting materials: C(C1=CC=CC=C1)[C@H]1C(N(C=CN1C(=O)OCC1=CC=CC=C1)CC(=O)OCC)=O (Ethyl 2-[(3S)-3-benzyl-4-benzyloxycarbonyl-2-oxo-1,2,3,4-tetrahydro-1-pyrazinyl]acetate), Cl (HCl). Reagents/catalysts: [Pd] (Pd/C). Solvent: C(C)O (ethanol). Run at time 2 hour. Yields the product C(C1=CC=CC=C1)[C@H]1C(N(C=CN1)CC(=O)OCC)=O (Ethyl 2-[(3S)-3-benzyl -2-oxo-1,2,3,4-tetrahydro-1-pyrazinyl]acetate). The yield is 167.1%. RXN SMILES: [CH2:1]([C@@H:8]1[N:13](C(OCC2C=CC=CC=2)=O)[CH:12]=[CH:11][N:10]([CH2:24][C:25]([O:27][CH2:28][CH3:29])=[O:26])[C:9]1=[O:30])[C:2]1[CH:7]=[CH:6][CH:5]=[CH:4][CH:3]=1.Cl>C(O)C.[Pd]>[CH2:1]([C@@H:8]1[NH:13][CH:12]=[CH:11][N:10]([CH2:24][C:25]([O:27][CH2:28][CH3:29])=[O:26])[C:9]1=[O:30])[C:2]1[CH:3]=[CH:4][CH:5]=[CH:6][CH:7]=1. Procedure details: A solution of the compound of Example 29 (1 g, 2.4 mmol) in absolute ethanol (10 mL) was treated with 5%Pd/C (200 mg) and concentrated HCl (2 mL). The mixture was hydrogenated at 40 p.s.i. for 2 hours. The mixture was filtered through Celite to remove the catalyst and the filtrate was evaporated under reduced pressure to give the title compound (1.1 g, 81% yield). Yield: 58.5%. The reagents and catalysts are [I-].C(CCC)[N+](CCCC)(CCCC)CCCC (tetrabutylammonium iodide). Starting materials: C(CCC)N(C1=CC(=C(C=C1)C=CC1=CC=C(S1)C=O)O)CCCC (5-[2-(4-dibutylamino-2-hydroxyphenyl) vinyl]thiophene-2-carboaldehyde), C(Br)C1CO1 (epibromohydrin), C([O-])([O-])=O.[K+].[K+] (potassium carbonate), O (water). Run in C(C)#N (acetonitrile), C(C)(=O)OCC (ethyl acetate). The product is C(CCC)N(C1=CC(=C(C=C1)C=CC1=CC=C(S1)C=O)OCC1OC1)CCCC (5-[2-[4-dibutylamino-2-(oxiranylmethoxy)phenyl]vinyl]thiophene-2-carboaldehyde). RXN SMILES: [CH2:1]([N:5]([CH2:22][CH2:23][CH2:24][CH3:25])[C:6]1[CH:11]=[CH:10][C:9]([CH:12]=[CH:13][C:14]2[S:18][C:17]([CH:19]=[O:20])=[CH:16][CH:15]=2)=[C:8]([OH:21])[CH:7]=1)[CH2:2][CH2:3][CH3:4].[CH2:26]([CH:28]1[O:30][CH2:29]1)Br.C(=O)([O-])[O-].[K+].[K+].O>C(#N)C.[I-].C([N+](CCCC)(CCCC)CCCC)CCC.C(OCC)(=O)C>[CH2:22]([N:5]([CH2:1][CH2:2][CH2:3][CH3:4])[C:6]1[CH:11]=[CH:10][C:9]([CH:12]=[CH:13][C:14]2[S:18][C:17]([CH:19]=[O:20])=[CH:16][CH:15]=2)=[C:8]([O:21][CH2:26][CH:28]2[CH2:29][O:30]2)[CH:7]=1)[CH2:23][CH2:24][CH3:25] |f:2.3.4,7.8|. Run at temperature 60 celsius. Procedure details: In 10 ml of acetonitrile were dissolved 390 mg (1.09 mmol) of 5-[2-(4-dibutylamino-2-hydroxyphenyl) vinyl]thiophene-2-carboaldehyde and 0.22 g (1.61 mmol) of epibromohydrin. To this mixture were added 0.3 g (2.17 mmol) of anhydrous potassium carbonate and 40 mg of tetrabutylammonium iodide, and the mixture was stirred with heating at 60° C. for 4 hours. After the reaction mixture was poured into water, extraction with ethyl acetate, washing with a saturated saline solution, drying over anhydrous... Reactants: C(=O)(O)C=1N=C(SC1)\C=C/SC(C1=CC=CC=C1)(C1=CC=CC=C1)C1=CC=CC=C1 (4-carboxy-2-((Z)-2-tritylthioethen-1-yl)thiazole), C(=O)(O)C(O)C(O)C(=O)O.OC1CNC1 (3-hydroxyazetidine tartrate). Product: OC1CN(C1)C(=O)C=1N=C(SC1)\C=C/SC(C1=CC=CC=C1)(C1=CC=CC=C1)C1=CC=CC=C1 (4-(3-Hydroxyazetidin-1-yl)carbonyl-2-((Z)-2-tritylthioethen-1-yl)thiazole). Yield: 79.7%. Reaction SMILES: [C:1]([C:4]1[N:5]=[C:6](/[CH:9]=[CH:10]\[S:11][C:12]([C:25]2[CH:30]=[CH:29][CH:28]=[CH:27][CH:26]=2)([C:19]2[CH:24]=[CH:23][CH:22]=[CH:21][CH:20]=2)[C:13]2[CH:18]=[CH:17][CH:16]=[CH:15][CH:14]=2)[S:7][CH:8]=1)(O)=[O:2].C(C(C(C(O)=O)O)O)(O)=O.[OH:41][CH:42]1[CH2:45][NH:44][CH2:43]1>>[OH:41][CH:42]1[CH2:45][N:44]([C:1]([C:4]2[N:5]=[C:6](/[CH:9]=[CH:10]\[S:11][C:12]([C:25]3[CH:30]=[CH:29][CH:28]=[CH:27][CH:26]=3)([C:19]3[CH:24]=[CH:23][CH:22]=[CH:21][CH:20]=3)[C:13]3[CH:14]=[CH:15][CH:16]=[CH:17][CH:18]=3)[S:7][CH:8]=2)=[O:2])[CH2:43]1 |f:1.2|. Procedure details: In the same manner as in step c) in Example 3, 1.169 g of the title compound was prepared from 1.300 g of 4-carboxy-2-((Z)-2-tritylthioethen-1-yl)thiazole and 1.028 g of 3-hydroxyazetidine tartrate. The reactants are CCOC(=O)Cn1ccc2ccc(CC(=O)NCC#Cc3ccc(C(F)(F)F)cc3)cc21, [Li+], [OH-]. Product: O=C(O)Cn1ccc2ccc(CC(=O)NCC#Cc3ccc(C(F)(F)F)cc3)cc21. RXN SMILES: [CH2:1]([CH3:2])[O:3][C:4]([CH2:5][n:6]1[cH:7][cH:8][c:9]2[cH:10][cH:11][c:12]([CH2:15][C:16]([NH:17][CH2:18][C:19]#[C:20][c:21]3[cH:22][cH:23][c:24]([C:27]([F:28])([F:29])[F:30])[cH:25][cH:26]3)=[O:31])[cH:13][c:14]12)=[O:32].[Li+:34].[OH-:33]>>[O:3]=[C:4]([CH2:5][n:6]1[cH:7][cH:8][c:9]2[cH:10][cH:11][c:12]([CH2:15][C:16]([NH:17][CH2:18][C:19]#[C:20][c:21]3[cH:22][cH:23][c:24]([C:27]([F:28])([F:29])[F:30])[cH:25][cH:26]3)=[O:31])[cH:13][c:14]12)[OH:32].